This data is from the Open Reaction Database (ORD), a public repository of structured organic reaction records. The task is: describe an organic reaction: reactants, conditions, products, and yield Starting materials: CON=C(C(=O)O)c1nsc(NC=O)n1, [Cl-], [Na+], [Na+], [OH-]. Product: CON=C(C(=O)O)c1nsc(N)n1. Reaction SMILES: [CH3:1][O:2][N:3]=[C:4]([C:5](=[O:6])[OH:7])[c:8]1[n:9][s:10][c:11]([NH:13][CH:14]=[O:15])[n:12]1.[Cl-:19].[Na+:17].[Na+:18].[OH-:16]>>[CH3:1][O:2][N:3]=[C:4]([C:5](=[O:6])[OH:7])[c:8]1[n:9][s:10][c:11]([NH2:13])[n:12]1. The reactants are C(C)(=O)O (acetic acid), mineral spirits, [OH-].[Na+] (sodium hydroxide), [Co] (Cobalt), [Co] (cobalt), graphite, [Co] (cobalt). Run in CC(=O)C (acetone). Yields the product C(C)(=O)[O-].[Co+2].C(C)(=O)[O-] (Cobalt Acetate). As a reaction SMILES: [C:1]([OH:4])(=[O:3])[CH3:2].[OH-].[Na+].[Co:7]>CC(C)=O>[C:1]([O-:4])(=[O:3])[CH3:2].[Co+2:7].[C:1]([O-:4])(=[O:3])[CH3:2] |f:1.2,5.6.7|. Procedure details: To a reaction flask equipped with a mechanical stirrer and thermometer was charged 9.50 g (0.158 mole) of acetic acid, 9.0 g of mineral spirits and 40 g of 0.1N sodium hydroxide. Cobalt foil was used as the anode and a graphite rod as the cathode. After passing 14,970 coulombs of electricity, 4.32 g (0.073 mole) of cobalt was consumed. The organics were isolated and were tertiurated with acetone. A solid precipitated out of the solution which was filtered and dried. This gave a violet solid mate... The reactants are COC(=O)c1ccc(Oc2ccc3c(ccn3C)c2)cc1NC(=O)c1ccccc1, CCOC(C)=O, CO, Cl, [Na+], C1COCCO1, [OH-], O. The product is Cn1ccc2cc(Oc3ccc(C(=O)O)c(NC(=O)c4ccccc4)c3)ccc21. As a reaction SMILES: [C:9]([c:10]1[cH:11][cH:12][cH:13][cH:14][cH:15]1)(=[O:16])[NH:17][c:18]1[c:19]([C:20](=[O:21])[O:22][CH3:23])[cH:24][cH:25][c:26]([O:28][c:29]2[cH:30][c:31]3[cH:32][cH:33][n:34]([CH3:38])[c:35]3[cH:36][cH:37]2)[cH:27]1.[CH3:40][CH2:41][O:42][C:43](=[O:44])[CH3:45].[CH3:47][OH:48].[ClH:39].[Na+:2].[O:3]1[CH2:4][CH2:5][O:6][CH2:7][CH2:8]1.[OH-:1].[OH2:46]>>[C:9]([c:10]1[cH:11][cH:12][cH:13][cH:14][cH:15]1)(=[O:16])[NH:17][c:18]1[c:19]([C:20](=[O:21])[OH:22])[cH:24][cH:25][c:26]([O:28][c:29]2[cH:30][c:31]3[cH:32][cH:33][n:34]([CH3:38])[c:35]3[cH:36][cH:37]2)[cH:27]1. Reaction SMILES: [Br:1][C:2]1[CH:3]=[C:4]([CH:7]=O)[S:5][CH:6]=1.Cl.[C:10]([NH:14][C:15]([CH:17]1[CH2:22][CH2:21][NH:20][CH2:19][CH2:18]1)=[O:16])([CH3:13])([CH3:12])[CH3:11]>>[C:10]([NH:14][C:15]([CH:17]1[CH2:22][CH2:21][N:20]([CH2:7][C:4]2[S:5][CH:6]=[C:2]([Br:1])[CH:3]=2)[CH2:19][CH2:18]1)=[O:16])([CH3:13])([CH3:11])[CH3:12] |f:1.2|. The product is C(C)(C)(C)NC(=O)C1CCN(CC1)CC=1SC=C(C1)Br (1-(4-Bromo-thiophen-2-ylmethyl)-piperidine-4-carboxylic acid tert-butylamide). Reactants: 3.01c, 3.01c, BrC=1C=C(SC1)C=O (4-bromo-thiophene-2-carbaldehyde), Cl.C(C)(C)(C)NC(=O)C1CCNCC1 (piperidine-4-carboxylic acid tert-butylamide hydrochloride). Procedure details: The title compound is prepared according to the reaction 3.01c described above using 4-bromo-thiophene-2-carbaldehyde and piperidine-4-carboxylic acid tert-butylamide hydrochloride as in 3.01c: LC-MS A: tR=0.65 min; [M+H]+=360.95. The reactants are ClC1=NC=CC=C1Cl (2,3-dichloropyridine), C([O-])([O-])=O.[K+].[K+] (potassium carbonate), CS(=O)C (dimethylsulfoxide), CS(=O)C (dimethylsulfoxide), C(C1=CC=CC=C1)S (benzyl mercaptan). Run in O (water). Yields the product C(C1=CC=CC=C1)SC1=NC=CC=C1Cl (2-benzylthio-3-chloropyridine). Isolated yield 78.5%. As a reaction SMILES: Cl[C:2]1[C:7]([Cl:8])=[CH:6][CH:5]=[CH:4][N:3]=1.C(=O)([O-])[O-].[K+].[K+].CS(C)=O.[CH2:19]([SH:26])[C:20]1[CH:25]=[CH:24][CH:23]=[CH:22][CH:21]=1>O>[CH2:19]([S:26][C:2]1[C:7]([Cl:8])=[CH:6][CH:5]=[CH:4][N:3]=1)[C:20]1[CH:25]=[CH:24][CH:23]=[CH:22][CH:21]=1 |f:1.2.3|. Procedure details: 10 g of 2,3-dichloropyridine, 11.2 g of anhydrous potassium carbonate and 100 ml of dimethylsulfoxide were mixed to obtain a suspension. To this suspension, 10 ml of a dimethylsulfoxide solution of 10.1 g of benzyl mercaptan was dropwise added over a period of about 20 minutes at 110° C. Then, the mixture was reacted at a temperature of from 120 to 130° C. for about 1.5 hours. Thereafter, the reaction product was put into water and extracted with methylene chloride. The methylene chloride layer ... Starting materials: BrC1=CC=C(C=C1)OCCCCCCCCC (1-Bromo-4-nonyloxybenzene), C(CCCCCCC)OC1=CC=C(C=C1)B(O)O (4-Octyloxyphenylboronic acid), C(CCC)[Li] (n-butyllithium), B(OC)(OC)OC (trimethyl borate). Solvent: C1CCOC1 (THF), C1CCOC1 (THF). The product is C(CCCCCCCC)OC1=CC=C(C=C1)B(O)O (4-Nonyloxyphenylboronic acid). RXN SMILES: Br[C:2]1[CH:7]=[CH:6][C:5]([O:8][CH2:9][CH2:10][CH2:11][CH2:12][CH2:13][CH2:14][CH2:15][CH2:16][CH3:17])=[CH:4][CH:3]=1.C([Li])CCC.[B:23](OC)([O:26]C)[O:24]C.C(OC1C=CC(B(O)O)=CC=1)CCCCCCC>C1COCC1>[CH2:9]([O:8][C:5]1[CH:6]=[CH:7][C:2]([B:23]([OH:26])[OH:24])=[CH:3][CH:4]=1)[CH2:10][CH2:11][CH2:12][CH2:13][CH2:14][CH2:15][CH2:16][CH3:17]. Procedure details: Quantities: compound 27 (14.70 g, 0.066 mol) in anhydrous THF (140 ml), n-butyllithium (30 ml, 2.5M in hexane, 0.075 mol), trimethyl borate (13.72 g, 0.132 mol) in anhydrous THF (50 ml). The experimental procedure was as described for the preparation of compound 33. The reactants are C1(=CC=CC=C1)C(C)C (cumene), C(C)(C)(C1=CC=CC=C1)O (cumyl alcohol), CC(=C)C1=CC=CC=C1 (α-methylstyrene), C(C)(=O)C1=CC=CC=C1 (acetophenone). Product: C(C)(C)(C1=CC=CC=C1)OOC(C)(C)C1=CC=CC=C1 (dicumyl peroxide). The yield is 55.1%. As a reaction SMILES: [C:1]1([CH:7]([CH3:9])[CH3:8])[CH:6]=[CH:5][CH:4]=[CH:3][CH:2]=1.CC(C1C=CC=CC=1)=C.C(C1C=CC=CC=1)(=[O:21])C.[C:28]([OH:37])([C:31]1[CH:36]=[CH:35][CH:34]=[CH:33][CH:32]=1)([CH3:30])[CH3:29]>>[C:7]([O:21][O:37][C:28]([C:31]1[CH:36]=[CH:35][CH:34]=[CH:33][CH:32]=1)([CH3:30])[CH3:29])([C:1]1[CH:6]=[CH:5][CH:4]=[CH:3][CH:2]=1)([CH3:9])[CH3:8]. Procedure details: The oily material from the distillate weighed 48.5 g. and consisted of 26% cumene, 56% α-methylstyrene and lesser amounts of acetophenone and cumyl alcohol. This recovered material was used without purification in a subsequent run from which a 55.1% yield of dicumyl peroxide was obtained. Reactants: [Na], [Na], CCCc1c2c(cc3c(=O)cc(C(=O)O)oc13)CCCC2, CCCc1c2c(c(O)c3c(=O)cc(C(=O)O)oc13)CCCC2. Yields the product CCCc1c2c(cc3c(=O)cc(C(=O)O)oc13)CCCC2O. As a reaction SMILES: [Na:1].[Na:23].[O:2]=[c:3]1[c:4]2[c:5]([o:6][c:7]([C:9](=[O:10])[OH:11])[cH:8]1)[c:12]([CH2:20][CH2:21][CH3:22])[c:13]1[c:18]([cH:19]2)[CH2:17][CH2:16][CH2:15][CH2:14]1.[OH:24][c:25]1[c:26]2[c:27](=[O:28])[cH:29][c:30]([C:31]([OH:32])=[O:33])[o:34][c:35]2[c:36]([CH2:37][CH2:38][CH3:39])[c:40]2[c:41]1[CH2:42][CH2:43][CH2:44][CH2:45]2>>[O:2]=[c:3]1[c:4]2[c:5]([o:6][c:7]([C:9](=[O:10])[OH:11])[cH:8]1)[c:12]([CH2:20][CH2:21][CH3:22])[c:13]1[c:18]([cH:19]2)[CH2:17][CH2:16][CH2:15][CH:14]1[OH:24].